Dataset: the Open Reaction Database (ORD), a public repository of structured organic reaction records. Task: describe an organic reaction: reactants, conditions, products, and yield Reactants: C1(=CC=CC=C1)P(C1=CC=CC=C1)C1=CC=CC=C1 (Triphenylphosphine), C1(=CC=CC=C1)CCCCOCCOCCCO (3-[2-(4-phenylbutoxy)ethoxy]-1-propanol), C(Br)(Br)(Br)Br (carbon tetrabromide). The solvent is ClCCl (dichloromethane), ClCCl (dichloromethane). Conditions: time 1 hour. The product is BrCCCOCCOCCCCC1=CC=CC=C1 ([4-[2-(3-Bromopropoxy)ethoxy]butyl]benzene). Yield: 86.5%. RXN SMILES: C1(P(C2C=CC=CC=2)C2C=CC=CC=2)C=CC=CC=1.[C:20]1([CH2:26][CH2:27][CH2:28][CH2:29][O:30][CH2:31][CH2:32][O:33][CH2:34][CH2:35][CH2:36]O)[CH:25]=[CH:24][CH:23]=[CH:22][CH:21]=1.C(Br)(Br)(Br)[Br:39]>ClCCl>[Br:39][CH2:36][CH2:35][CH2:34][O:33][CH2:32][CH2:31][O:30][CH2:29][CH2:28][CH2:27][CH2:26][C:20]1[CH:25]=[CH:24][CH:23]=[CH:22][CH:21]=1. Reported procedure: Triphenylphosphine (6.55 g) in dichloromethane (30 ml) was added dropwise to 3-[2-(4-phenylbutoxy)ethoxy]-1-propanol (5.0 g) and carbon tetrabromide (8.3 g) in dichloromethane (30 ml) at 0°. The mixture was stirred at room temperature for 1 h, evaporated onto silica, and purified by FCC eluting with cyclohexane - followed by System B (1:9) to give the title compound (5.4 g) as an oil. T.l.c. (System B 1:9) Rf 0.35 Reactants: CC(=O)[O-], CC(=O)[O-], ClCCl, N#Cc1ccc2c(c1)N(CCN1CCC(NCC=Cc3cc(F)ccc3F)CC1)C(=O)CO2, CCOC(=O)C=[N+]=[N-], [Rh+2]. Yields the product CCOC(=O)CN(CC=Cc1cc(F)ccc1F)C1CCN(CCN2C(=O)COc3ccc(C#N)cc32)CC1. As a reaction SMILES: [C:45]([O-:46])(=[O:47])[CH3:48].[C:50]([O-:51])(=[O:52])[CH3:53].[Cl:42][CH2:43][Cl:44].[F:1][c:2]1[c:3]([CH:9]=[CH:10][CH2:11][NH:12][CH:13]2[CH2:14][CH2:15][N:16]([CH2:19][CH2:20][N:21]3[C:22](=[O:33])[CH2:23][O:24][c:25]4[c:26]3[cH:27][c:28]([C:31]#[N:32])[cH:29][cH:30]4)[CH2:17][CH2:18]2)[cH:4][c:5]([F:8])[cH:6][cH:7]1.[N+:34](=[N-:35])=[CH:36][C:37](=[O:38])[O:39][CH2:40][CH3:41].[Rh+2:49]>>[F:1][c:2]1[c:3]([CH:9]=[CH:10][CH2:11][N:12]([CH:13]2[CH2:14][CH2:15][N:16]([CH2:19][CH2:20][N:21]3[C:22](=[O:33])[CH2:23][O:24][c:25]4[c:26]3[cH:27][c:28]([C:31]#[N:32])[cH:29][cH:30]4)[CH2:17][CH2:18]2)[CH2:36][C:37](=[O:38])[O:39][CH2:40][CH3:41])[cH:4][c:5]([F:8])[cH:6][cH:7]1.